This data is from the Open Reaction Database (ORD), a public repository of structured organic reaction records. The task is: describe an organic reaction: reactants, conditions, products, and yield Starting materials: C(C1=CC=CC=C1)(=O)O[C@H](CC#C)CCCC ((S)-4-benzoyloxy-1-octyne), ( S )-configuration, [OH-].[K+] (potassium hydroxide), OC(CC#C)CCCC (4-hydroxy-1-octyne), C(C)(=O)OCC (ethyl acetate). Solvent: CO.O (methanol water). Run at time 24 hour. The product is O[C@H](CC#C)CCCC ((S)- 4-hydroxy-1-octyne). RXN SMILES: C([O:9][C@@H:10]([CH2:14][CH2:15][CH2:16][CH3:17])[CH2:11][C:12]#[CH:13])(=O)C1C=CC=CC=1.[OH-].[K+].OC(CCCC)CC#C.C(OCC)(=O)C>CO.O>[OH:9][C@@H:10]([CH2:14][CH2:15][CH2:16][CH3:17])[CH2:11][C:12]#[CH:13] |f:1.2,5.6|. Procedure details: A solution of 1.15 g (5.0 mmoles) of (S)-4-benzoyloxy-1-octyne (Example 141) and 1.40 g (25 mmoles) of potassium hydroxide in 50 ml of 10:1 methanol-water is allowed to stand at room temperature for 24 hours. The bulk of the methanol is evaporated at room temperature, and the mixture is extracted with ether. The extract is washed with brine, dried over magnesium sulfate, and evaporated to give a colorless oil, identical to 4-hydroxy-1-octyne [α]D25 =+17°±1.0° (C=0.77, ethyl acetate). This compou... Reactants: Cl(=O)[O-].[Na+] (sodium chlorite), [OH-].[Na+] (sodium hydroxide), crude product, ClC=1SC=CC1C=O (2-chloro-3-thiophenecarbaldehyde), P(=O)(O)(O)[O-].[Na+] (sodium dihydrogen phosphate). Run in O (water), C(C)#N (acetonitrile), O (water), OO (hydrogen peroxide). Run at time 2 hour. Yields the product ClC=1SC=CC1C(=O)O (2-chloro-3-thiophenecarboxylic acid). RXN SMILES: [Cl:1][C:2]1[S:3][CH:4]=[CH:5][C:6]=1[CH:7]=[O:8].P([O-])(O)(O)=[O:10].[Na+].Cl([O-])=O.[Na+].[OH-].[Na+]>C(#N)C.O.OO>[Cl:1][C:2]1[S:3][CH:4]=[CH:5][C:6]=1[C:7]([OH:10])=[O:8] |f:1.2,3.4,5.6|. Procedure details: 3-Methylthiophene (19.63 g) was dissolved in acetonitrile (100 ml), and sulfuryl chloride (16.64 ml) was added dropwise. The mixture was stirred at room temperature for 1 hour, stirred under reflux for another 1 hour, then cooled to room temperature, and 10% aqueous sodium thiosulfate (200 ml) was added. The mixture was stirred at room temperature for 2 hours and extracted with diethyl ether. The extract was washed with saturated aqueous sodium chloride, dried over anhydrous magnesium sulfate an... The reactants are OC1=C(C=C(C(=O)OC)C=C1)OC (methyl 4-hydroxy-3-methoxybenzoate), CC(=O)C (acetone), BrCCCCl (3-bromo-1-chloropropane), C([O-])([O-])=O.[K+].[K+] (potassium carbonate). Solvent: C(C)#N (acetonitrile). Conditions: temperature 77 celsius, time 5 hour. The product is ClCCCOC1=C(C=C(C(=O)OC)C=C1)OC (methyl 4-(3-chloropropoxy)-3-methoxybenzoate). The yield is 99.3%. RXN SMILES: [OH:1][C:2]1[CH:11]=[CH:10][C:5]([C:6]([O:8][CH3:9])=[O:7])=[CH:4][C:3]=1[O:12][CH3:13].Br[CH2:15][CH2:16][CH2:17][Cl:18].C(=O)([O-])[O-].[K+].[K+].CC(C)=O>C(#N)C>[Cl:18][CH2:17][CH2:16][CH2:15][O:1][C:2]1[CH:11]=[CH:10][C:5]([C:6]([O:8][CH3:9])=[O:7])=[CH:4][C:3]=1[O:12][CH3:13] |f:2.3.4|. Procedure: In a 50 mL volume glass flask equipped with a stirrer, a thermometer, a dropping funnel and a reflux condenser were placed 1.02 g (5.49 mmol) of methyl 4-hydroxy-3-methoxybenzoate (purity: 98 wt. %), 2.12 g (13.2 mmol) of 3-bromo-1-chloropropane (purity: 98 wt. %), 1.16 g (8.24 mmol) of potassium carbonate (purity: 98 wt. %), 5 mL of acetone, and 5 mL of acetonitrile. The resulting mixture was refluxed under stirring at 79-75° C. in an argon gas atmosphere for 5 hours. After the reaction was com... Reactants: CCOC(=O)C (EtOAc), FC=1C(=NC2=CC=CC(=C2N1)C1=CC=2C(NCCC2N1)=O)C (2-(3-fluoro-2-methylquinoxalin-5-yl)-6,7-dihydro-1H-pyrrolo[3,2-c]pyridin-4(5H)-one), Cl.N[C@H]1C[C@H](C1)O (cis-3-aminocyclobutanol hydrochloride), CCN(C(C)C)C(C)C (DIPEA). Solvent: CO.C(Cl)Cl (MeOH DCM), CS(=O)C (DMSO), O (water). Conditions: temperature 23 celsius. Product: O[C@H]1C[C@H](C1)NC=1C(=NC2=CC=CC(=C2N1)C1=CC=2C(NCCC2N1)=O)C (2-(3-((cis-3-hydroxycyclobutyl)amino)-2-methylquinoxalin-5-yl)-6,7-dihydro-1H-pyrrolo[3,2-c]pyridin-4(5H)-one). Isolated yield 9.1%. RXN SMILES: F[C:2]1[C:3]([CH3:22])=[N:4][C:5]2[C:10]([N:11]=1)=[C:9]([C:12]1[NH:20][C:19]3[CH2:18][CH2:17][NH:16][C:15](=[O:21])[C:14]=3[CH:13]=1)[CH:8]=[CH:7][CH:6]=2.Cl.[NH2:24][C@@H:25]1[CH2:28][C@H:27]([OH:29])[CH2:26]1.CCN(C(C)C)C(C)C.CCOC(C)=O>CS(C)=O.O.CO.C(Cl)Cl>[OH:29][C@@H:27]1[CH2:28][C@H:25]([NH:24][C:2]2[C:3]([CH3:22])=[N:4][C:5]3[C:10]([N:11]=2)=[C:9]([C:12]2[NH:20][C:19]4[CH2:18][CH2:17][NH:16][C:15](=[O:21])[C:14]=4[CH:13]=2)[CH:8]=[CH:7][CH:6]=3)[CH2:26]1 |f:1.2,7.8|. Procedure details: A solution of 2-(3-fluoro-2-methylquinoxalin-5-yl)-6,7-dihydro-1H-pyrrolo[3,2-c]pyridin-4(5H)-one (Example 126; 85.0 mg, 0.287 mmol), cis-3-aminocyclobutanol hydrochloride (46.2 mg, 0.374 mmol), and DIPEA (0.150 mL, 0.861 mmol) in DMSO (2.0 mL) was stirred under argon at 100° C. for 30 min. The reaction mixture was subsequently cooled to 23° C. and diluted with water (10 mL). The resulting mixture was extracted with 5% MeOH/DCM (2×30 mL), and the combined extracts were sequentially washed with w... The reactants are CCCCO, CCN(C(C)C)C(C)C, COc1cc(Nc2cc(Cl)nc(Cl)n2)n[nH]1, Cl, CC(N)c1ncc(F)cn1. Product: COc1cc(Nc2cc(Cl)nc(NC(C)c3ncc(F)cn3)n2)n[nH]1. As a reaction SMILES: [CH2:37]([OH:38])[CH2:39][CH2:40][CH3:41].[CH:28]([N:29]([CH2:30][CH3:31])[CH:32]([CH3:33])[CH3:34])([CH3:35])[CH3:36].[Cl:12][c:13]1[n:14][c:15]([Cl:27])[cH:16][c:17]([NH:19][c:20]2[n:21][nH:22][c:23]([O:25][CH3:26])[cH:24]2)[n:18]1.[ClH:1].[F:2][c:3]1[cH:4][n:5][c:6]([CH:9]([CH3:10])[NH2:11])[n:7][cH:8]1>>[F:2][c:3]1[cH:4][n:5][c:6]([CH:9]([CH3:10])[NH:11][c:13]2[n:14][c:15]([Cl:27])[cH:16][c:17]([NH:19][c:20]3[n:21][nH:22][c:23]([O:25][CH3:26])[cH:24]3)[n:18]2)[n:7][cH:8]1. The reactants are solid, Cl.Cl.O1CCC2=C1C=CC=C2C2CCN(CC2)CC[C@@H]2CC[C@H](CC2)N (trans-4-{2-[4-(2,3-dihydro-benzofuran-4-yl)-piperidin-1-yl]-ethyl}-cyclohexylamine dihydrochloride), Cl.Cl.O1CCC2=C1C=CC=C2C2CCN(CC2)CC[C@@H]2CC[C@H](CC2)N (trans-4-{2-[4-(2,3-dihydro-benzofuran-4-yl)-piperidin-1-yl]-ethyl}-cyclohexylamine dihydrochloride), OCC(=O)O (2-hydroxy-acetic acid). Yields the product O1CCC2=C1C=CC=C2C2CCN(CC2)CC[C@@H]2CC[C@H](CC2)NC(CO)=O (trans-N-(4-{2-[4-(2,3-Dihydro-benzofuran-4-yl)-piperidin-1-yl]-ethyl}-cyclohexyl)-2-hydroxy-acetamide). Reaction SMILES: Cl.Cl.[O:3]1[C:7]2[CH:8]=[CH:9][CH:10]=[C:11]([CH:12]3[CH2:17][CH2:16][N:15]([CH2:18][CH2:19][C@H:20]4[CH2:25][CH2:24][C@H:23]([NH2:26])[CH2:22][CH2:21]4)[CH2:14][CH2:13]3)[C:6]=2[CH2:5][CH2:4]1.[OH:27][CH2:28][C:29](O)=[O:30]>>[O:3]1[C:7]2[CH:8]=[CH:9][CH:10]=[C:11]([CH:12]3[CH2:17][CH2:16][N:15]([CH2:18][CH2:19][C@H:20]4[CH2:21][CH2:22][C@H:23]([NH:26][C:28](=[O:27])[CH2:29][OH:30])[CH2:24][CH2:25]4)[CH2:14][CH2:13]3)[C:6]=2[CH2:5][CH2:4]1 |f:0.1.2|. Procedure: The title compound, off-white solid (65 mg, 67%), MS (ISP) m/z=387.4 [(M+H)+], mp 154.5° C., was prepared in accordance with the general method of example 1 from trans-4-{2-[4-(2,3-dihydro-benzofuran-4-yl)-piperidin-1-yl]-ethyl}-cyclohexylamine dihydrochloride (intermediate B) (100 mg, 0.25 mmol) and 2-hydroxy-acetic acid.